Dataset: the Open Reaction Database (ORD), a public repository of structured organic reaction records. Task: describe an organic reaction: reactants, conditions, products, and yield Starting materials: CN(C)c1ccc(C2OC(=O)c3cc(N(C)C)ccc32)cc1, CN(C)c1cccc(N(C)C)c1, Cl, [K+], [OH-], O. The product is CN(C)c1ccc(C(c2ccc(N(C)C)cc2C(=O)O)c2ccc(N(C)C)cc2N(C)C)cc1. RXN SMILES: [CH3:1][N:2]([c:3]1[cH:4][cH:5][c:6]([CH:9]2[O:10][C:11](=[O:12])[c:13]3[cH:14][c:15]([N:19]([CH3:20])[CH3:21])[cH:16][cH:17][c:18]32)[cH:7][cH:8]1)[CH3:22].[CH3:23][N:24]([c:25]1[cH:26][c:27]([N:31]([CH3:32])[CH3:33])[cH:28][cH:29][cH:30]1)[CH3:34].[ClH:37].[K+:36].[OH-:35].[OH2:38]>>[CH3:1][N:2]([c:3]1[cH:4][cH:5][c:6]([CH:9]([c:18]2[c:13]([C:11]([OH:10])=[O:12])[cH:14][c:15]([N:19]([CH3:20])[CH3:21])[cH:16][cH:17]2)[c:28]2[c:27]([N:31]([CH3:32])[CH3:33])[cH:26][c:25]([N:24]([CH3:23])[CH3:34])[cH:30][cH:29]2)[cH:7][cH:8]1)[CH3:22]. Starting materials: C(C)(C)(C)OC(=O)N1CCN(CCC1)C1=CC(=C(C=C1)[N+](=O)[O-])C(=O)NCC(=O)OC (4-[3-(Methoxycarbonylmethyl-aminocarbonyl)-4-nitro-phenyl]-[1,4]diazepane-1-carboxylic acid tert-butyl ester), O (water). Reagents/catalysts: [Pd] (palladium on carbon). Run in CO (methanol). Run at time 8 hour. Product: C(C)(C)(C)OC(=O)N1CCN(CCC1)C1=CC(=C(C=C1)N)C(=O)NCC(=O)OC (4-[4-amino-3-(methoxycarbonylmethyl-aminocarbonyl)-phenyl]-[1,4]diazepane-1-carboxylic acid tert-butyl ester). Reaction SMILES: [C:1]([O:5][C:6]([N:8]1[CH2:14][CH2:13][CH2:12][N:11]([C:15]2[CH:20]=[CH:19][C:18]([N+:21]([O-])=O)=[C:17]([C:24]([NH:26][CH2:27][C:28]([O:30][CH3:31])=[O:29])=[O:25])[CH:16]=2)[CH2:10][CH2:9]1)=[O:7])([CH3:4])([CH3:3])[CH3:2].O>CO.[Pd]>[C:1]([O:5][C:6]([N:8]1[CH2:14][CH2:13][CH2:12][N:11]([C:15]2[CH:20]=[CH:19][C:18]([NH2:21])=[C:17]([C:24]([NH:26][CH2:27][C:28]([O:30][CH3:31])=[O:29])=[O:25])[CH:16]=2)[CH2:10][CH2:9]1)=[O:7])([CH3:4])([CH3:3])[CH3:2]. Procedure details: 4-[3-(Methoxycarbonylmethyl-aminocarbonyl)-4-nitro-phenyl]-[1,4]diazepane-1-carboxylic acid tert-butyl ester (38.4 g) was dissolved in methanol and 4 g of 10% (wt/wt) palladium on carbon catalyst was added with water (1000 mL) under a nitrogen atmosphere. The mixture was then degassed before stirring under 1 atmosphere of hydrogen gas at room temperature for approximately 8 hours. At this time, the reaction mixture was filtered through celite and washed with copious volumes of methanol. The filt... The reactants are CC(C)(C)C(=O)Cl, ClCCl, NC(=O)c1ccc(C2CCC(=O)CC2)cc1, c1ccncc1. Product: N#Cc1ccc(C2CCC(=O)CC2)cc1. RXN SMILES: [C:7]([Cl:8])(=[O:9])[C:10]([CH3:11])([CH3:12])[CH3:13].[Cl:30][CH2:31][Cl:32].[O:14]=[C:15]1[CH2:16][CH2:17][CH:18]([c:21]2[cH:22][cH:23][c:24]([C:25](=[O:26])[NH2:27])[cH:28][cH:29]2)[CH2:19][CH2:20]1.[cH:1]1[cH:2][cH:3][n:4][cH:5][cH:6]1>>[O:14]=[C:15]1[CH2:16][CH2:17][CH:18]([c:21]2[cH:22][cH:23][c:24]([C:25]#[N:27])[cH:28][cH:29]2)[CH2:19][CH2:20]1. Reactants: CN1N=C(C=C1)N (1-methyl-1H-pyrazol-3-amine), COC(C[C@H](C(=O)O)C)=O ((2R)-4-methoxy-2-methyl-4-oxobutanoic acid), CN(C)C=O (DMF), C(C(=O)Cl)(=O)Cl (oxalyl chloride). Solvent: C(C)N(CC)CC (triethylamine), C1CCOC1 (THF). Reaction conditions: time 3 hour. The product is C[C@H](CC(=O)OC)C(=O)NC1=NN(C=C1)C (methyl (3R)-3-methyl-4-((1-methyl-1H-pyrazol-3-yl)amino)-4-oxobutanoate). As a reaction SMILES: [CH3:1][O:2][C:3](=[O:10])[CH2:4][C@@H:5]([CH3:9])[C:6](O)=[O:7].CN(C=O)C.C(Cl)(=O)C(Cl)=O.[CH3:22][N:23]1[CH:27]=[CH:26][C:25]([NH2:28])=[N:24]1>C1COCC1.C(N(CC)CC)C>[CH3:9][C@@H:5]([C:6]([NH:28][C:25]1[CH:26]=[CH:27][N:23]([CH3:22])[N:24]=1)=[O:7])[CH2:4][C:3]([O:2][CH3:1])=[O:10]. Procedure: To a solution of (2R)-4-methoxy-2-methyl-4-oxobutanoic acid (0.30 mL) and DMF (20 μL) in THF (5.0 mL) was added oxalyl chloride (0.25 mL). The reaction mixture was stirred at room temperature for 3 hr, and 1-methyl-1H-pyrazol-3-amine (200 mg) and triethylamine (0.62 mL) were added thereto. The reaction mixture was stirred at room temperature for 15 hr, and extracted with ethyl acetate. The extract was washed with saturated aqueous ammonium chloride solution and saturated brine, and dried over an... Reactants: solid, BrC=1C=CC2=C(N(C=N2)C2=CC=C(C=C2)S(=O)(=O)C)C1 (6-bromo-1-(4-methylsulfonyl-phenyl)-1H-benzo[d]imidazole), BrC=1C=CC2=C(N(C=N2)C2=CC=C(C=C2)S(=O)(=O)C)C1 (6-bromo-1-(4-methylsulfonyl-phenyl)-1H-benzo[d]imidazole), ClC1=CC=C(C=C1)N1N=CC=C1B(O)O (1-(4-chloro-phenyl)-1H-pyrazol-5-ylboronic acid), ClC1=CC=C(C=C1)N1N=CC=C1B(O)O (1-(4-chloro-phenyl)-1H-pyrazol-5-ylboronic acid). Yields the product ClC1=CC=C(C=C1)N1N=CC=C1C=1C=CC2=C(N(C=N2)C2=CC=C(C=C2)S(=O)(=O)C)C1 (6-[2-(4-Chloro-phenyl)-2H-pyrazol-3-yl]-1-(4-methanesulfonyl-phenyl)-1H-benzoimidazole). RXN SMILES: Br[C:2]1[CH:3]=[CH:4][C:5]2[N:9]=[CH:8][N:7]([C:10]3[CH:15]=[CH:14][C:13]([S:16]([CH3:19])(=[O:18])=[O:17])=[CH:12][CH:11]=3)[C:6]=2[CH:20]=1.[Cl:21][C:22]1[CH:27]=[CH:26][C:25]([N:28]2[C:32](B(O)O)=[CH:31][CH:30]=[N:29]2)=[CH:24][CH:23]=1>>[Cl:21][C:22]1[CH:23]=[CH:24][C:25]([N:28]2[C:32]([C:2]3[CH:3]=[CH:4][C:5]4[N:9]=[CH:8][N:7]([C:10]5[CH:15]=[CH:14][C:13]([S:16]([CH3:19])(=[O:18])=[O:17])=[CH:12][CH:11]=5)[C:6]=4[CH:20]=3)=[CH:31][CH:30]=[N:29]2)=[CH:26][CH:27]=1. Procedure details: The title compound, white solid (13 mg, 15%), MS (ISP) m/z=449.4 [(M+H)+], mp 280° C., was prepared in accordance with the general method of example 1 from 6-bromo-1-(4-methylsulfonyl-phenyl)-1H-benzo[d]imidazole (intermediate O) (70 mg, 199 μmol) and 1-(4-chloro-phenyl)-1H-pyrazol-5-ylboronic acid (intermediate D) (53.2 mg, 239 μmol). The reactants are ClC=1C=C(C=CC1Cl)CCC(=O)N1CC2C(C2C1)(C)C=1C=C(C=CC1)NS(=O)(=O)C (N-(3-{3-[3-(3,4-dichlorophenyl)propanoyl]-6-methyl-3-azabicyclo[3.1.0]hex-6-yl}phenyl)methanesulfonamide), [H-].[Al+3].[Li+].[H-].[H-].[H-] (lithium aluminium hydride), O (water), C(O)([O-])=O.[Na+] (sodium hydrogen carbonate). Run in O1CCCC1 (tetrahydrofuran), C(C)(=O)OCC (ethyl acetate). Conditions: time 3 hour. Yields the product ClC=1C=C(C=CC1Cl)CCCN1CC2C(C2C1)(C)C=1C=C(C=CC1)NS(=O)(=O)C (N-(3-{3-[3-(3,4-Dichlorophenyl)propyl]-6-methyl-3-azabicyclo[3.1.0]hex-6-yl}phenyl)methanesulfonamide). Yield: 19.1%. RXN SMILES: [Cl:1][C:2]1[CH:3]=[C:4]([CH2:9][CH2:10][C:11]([N:13]2[CH2:18][CH:17]3[CH:15]([C:16]3([C:20]3[CH:21]=[C:22]([NH:26][S:27]([CH3:30])(=[O:29])=[O:28])[CH:23]=[CH:24][CH:25]=3)[CH3:19])[CH2:14]2)=O)[CH:5]=[CH:6][C:7]=1[Cl:8].[H-].[Al+3].[Li+].[H-].[H-].[H-].O.C(=O)([O-])O.[Na+]>O1CCCC1.C(OCC)(=O)C>[Cl:1][C:2]1[CH:3]=[C:4]([CH2:9][CH2:10][CH2:11][N:13]2[CH2:18][CH:17]3[CH:15]([C:16]3([C:20]3[CH:21]=[C:22]([NH:26][S:27]([CH3:30])(=[O:29])=[O:28])[CH:23]=[CH:24][CH:25]=3)[CH3:19])[CH2:14]2)[CH:5]=[CH:6][C:7]=1[Cl:8] |f:1.2.3.4.5.6,8.9|. Procedure: To a solution of N-(3-{3-[3-(3,4-dichlorophenyl)propanoyl]-6-methyl-3-azabicyclo[3.1.0]hex-6-yl}phenyl)methanesulfonamide (Preparation 119, 30 mg, 0.06 mmol) in anhydrous tetrahydrofuran (1 ml) under a nitrogen atmosphere at 0° C. was added dropwise lithium aluminium hydride (1.0M solution in tetrahydrofuiran, 0.12 ml, 0.12 mmol) and the mixture was stirred at room temperature for 3 h. The rapidly stirred reaction mixture was treated sequentially with water (0.12 ml), sodium hydrogen carbonate (... Reactants: COC(=O)c1ccc(Cc2cc3c(cc2C)C(C)(C)CCC3(C)C)o1, CO, Cl, [Na+], [OH-], O. Product: Cc1cc2c(cc1Cc1ccc(C(=O)O)o1)C(C)(C)CCC2(C)C. Reaction SMILES: [CH3:1][c:2]1[c:3]([CH2:16][c:17]2[cH:18][cH:19][c:20]([C:22](=[O:23])[O:24][CH3:25])[o:21]2)[cH:4][c:5]2[c:10]([cH:11]1)[C:9]([CH3:12])([CH3:13])[CH2:8][CH2:7][C:6]2([CH3:14])[CH3:15].[CH3:29][OH:30].[ClH:28].[Na+:27].[OH-:26].[OH2:31]>>[CH3:1][c:2]1[c:3]([CH2:16][c:17]2[cH:18][cH:19][c:20]([C:22](=[O:23])[OH:24])[o:21]2)[cH:4][c:5]2[c:10]([cH:11]1)[C:9]([CH3:12])([CH3:13])[CH2:8][CH2:7][C:6]2([CH3:14])[CH3:15].